This data is from the Open Reaction Database (ORD), a public repository of structured organic reaction records. The task is: describe an organic reaction: reactants, conditions, products, and yield Reactants: C(C)(C)(C)OC(C(CC=1C=NC(=CC1)NC(=O)OC(C)(C)C)(C)CSC(C)=O)=O (2-Acetylsulfanylmethyl-3-(6-tert-butoxycarbonylamino-pyridin-3-yl)-2-methyl-propionic acid tert-butyl ester). The solvent is Cl (HCl). The product is NC1=CC=C(C=N1)CC(C(=O)O)(C)CS (3-(6-Amino-pyridin-3-yl)-2-mercaptomethyl-2-methyl-propionic acid), hydrochloride salt. The yield is 100.0%. RXN SMILES: C([O:5][C:6](=[O:29])[C:7]([CH2:24][S:25]C(=O)C)([CH3:23])[CH2:8][C:9]1[CH:10]=[N:11][C:12]([NH:15]C(OC(C)(C)C)=O)=[CH:13][CH:14]=1)(C)(C)C>Cl>[NH2:15][C:12]1[N:11]=[CH:10][C:9]([CH2:8][C:7]([CH2:24][SH:25])([CH3:23])[C:6]([OH:29])=[O:5])=[CH:14][CH:13]=1. Procedure: 2-Acetylsulfanylmethyl-3-(6-tert-butoxycarbonylamino-pyridin-3-yl)-2-methyl-propionic acid tert-butyl ester (4 mg, 9.4 μmol) was dissolved in conc. HCl under argon. The solution was heated to reflux for 1 h. Concentration under reduced pressure yielded the title compound as the hydrochloride salt (2.5 mg, 100%). Starting materials: C1=C(C=CC2=CC=CC=C12)CN1CCNCC1 (1-(β-napthylmethyl)piperazine), ClC1=NC=C(C=N1)O (2-chloro-5-hydroxypyrimidine), C([O-])(O)=O.[Na+] (sodium bicarbonate). The solvent is CN(C=O)C (dimethylformamide). Yields the product C1=C(C=CC2=CC=CC=C12)CN1CCN(CC1)C1=NC=C(C=N1)O (1-(β-napthylmethyl)-4-(5-hydroxy-2-pyrimidinyl)piperazine). RXN SMILES: [CH:1]1[C:10]2[C:5](=[CH:6][CH:7]=[CH:8][CH:9]=2)[CH:4]=[CH:3][C:2]=1[CH2:11][N:12]1[CH2:17][CH2:16][NH:15][CH2:14][CH2:13]1.Cl[C:19]1[N:24]=[CH:23][C:22]([OH:25])=[CH:21][N:20]=1.C(=O)(O)[O-].[Na+]>CN(C)C=O>[CH:1]1[C:10]2[C:5](=[CH:6][CH:7]=[CH:8][CH:9]=2)[CH:4]=[CH:3][C:2]=1[CH2:11][N:12]1[CH2:13][CH2:14][N:15]([C:19]2[N:24]=[CH:23][C:22]([OH:25])=[CH:21][N:20]=2)[CH2:16][CH2:17]1 |f:2.3|. Procedure details: To a mixture of 4.50 g. of 1-(β-napthylmethyl)piperazine(as prepared in Example 7), 2.5 g. of 2-chloro-5-hydroxypyrimidine in 30 ml. of dimethylformamide is added 2.0 g. of sodium bicarbonate and the mixture is refluxed for six hours. The mixture is cooled and filtered and the filtrate concentrated to a small volume in vacuo. The concentrate is diluted with 100 ml. of water and the insoluble material is washed with water and hexane to yield 1-(β-napthylmethyl)-4-(5-hydroxy-2-pyrimidinyl)piperazi... Reactants: N#Cc1ccc2c(c1)Sc1ccc([N+](=O)[O-])cc1C=C2, [Cl-], Cl, [Na+], C1CCOC1, [OH-], O, O, O. Yields the product N#Cc1ccc2c(c1)Sc1ccc(N)cc1C=C2. RXN SMILES: [C:1](#[N:2])[c:3]1[cH:4][cH:5][c:6]2[c:7]([cH:20]1)[S:8][c:9]1[c:10]([cH:13][c:14]([N+:17]([O-:18])=[O:19])[cH:15][cH:16]1)[CH:11]=[CH:12]2.[Cl-:23].[ClH:24].[Na+:26].[O:28]1[CH2:29][CH2:30][CH2:31][CH2:32]1.[OH-:25].[OH2:21].[OH2:22].[OH2:27]>>[C:1](#[N:2])[c:3]1[cH:4][cH:5][c:6]2[c:7]([cH:20]1)[S:8][c:9]1[c:10]([cH:13][c:14]([NH2:17])[cH:15][cH:16]1)[CH:11]=[CH:12]2. The reactants are [Al+3], COC(=O)c1cc(=O)nc2n1-c1ccc(Cl)cc1C(c1ccccc1)=NC2, [H-], [H-], [H-], [H-], [Li+], [Na+], C1CCOC1, [OH-], O. The product is O=c1cc(CO)n2c(n1)CN=C(c1ccccc1)c1cc(Cl)ccc1-2. RXN SMILES: [Al+3:29].[C:1](=[O:2])([O:3][CH3:4])[c:5]1[cH:6][c:7](=[O:27])[n:8][c:9]2[n:10]1-[c:11]1[c:12]([cH:22][c:23]([Cl:26])[cH:24][cH:25]1)[C:13]([c:16]1[cH:17][cH:18][cH:19][cH:20][cH:21]1)=[N:14][CH2:15]2.[H-:28].[H-:31].[H-:32].[H-:33].[Li+:30].[Na+:36].[O:37]1[CH2:38][CH2:39][CH2:40][CH2:41]1.[OH-:35].[OH2:34]>>[CH2:1]([OH:2])[c:5]1[cH:6][c:7](=[O:27])[n:8][c:9]2[n:10]1-[c:11]1[c:12]([cH:22][c:23]([Cl:26])[cH:24][cH:25]1)[C:13]([c:16]1[cH:17][cH:18][cH:19][cH:20][cH:21]1)=[N:14][CH2:15]2. Starting materials: CN(C)C=O, CC(CCOS(C)(=O)=O)=C(F)F, Cc1nc(C2CCCCC2)sc1C(=O)O, [Na+], O, O=C([O-])O. Product: CC(CCOC(=O)c1sc(C2CCCCC2)nc1C)=C(F)F. Reaction SMILES: [CH3:1][N:2]([CH3:3])[CH:4]=[O:5].[CH3:6][S:7](=[O:8])(=[O:9])[O:10][CH2:11][CH2:12][C:13](=[C:14]([F:15])[F:16])[CH3:17].[CH:18]1([c:24]2[s:25][c:26]([C:30](=[O:31])[OH:32])[c:27]([CH3:29])[n:28]2)[CH2:19][CH2:20][CH2:21][CH2:22][CH2:23]1.[Na+:33].[OH2:38].[OH:34][C:35](=[O:36])[O-:37]>>[O:10]([CH2:11][CH2:12][C:13](=[C:14]([F:15])[F:16])[CH3:17])[C:30]([c:26]1[s:25][c:24]([CH:18]2[CH2:19][CH2:20][CH2:21][CH2:22][CH2:23]2)[n:28][c:27]1[CH3:29])=[O:31]. Starting materials: O (H2O), p-TosOH, Cl.FC1=CC(=C(N)C=C1)OC (4-fluor-2-methoxyaniline hydrochloride), Cl.ClCCNCCCl (bis (2-chloroethyl)amine hydrochloride). Run in ClC1=CC=CC=C1 (chlorobenzene), ClC1=CC=CC=C1 (chlorobenzene). Reaction conditions: temperature 20 celsius. Yields the product FC1=CC(=C(C=C1)N1CCNCC1)OC (1-(4-fluoro-2-methoxyphenyl)piperazine). Yield: 25.0%. Reaction SMILES: O.Cl.[F:3][C:4]1[CH:10]=[CH:9][C:7]([NH2:8])=[C:6]([O:11][CH3:12])[CH:5]=1.Cl.Cl[CH2:15][CH2:16][NH:17][CH2:18][CH2:19]Cl>ClC1C=CC=CC=1>[F:3][C:4]1[CH:10]=[CH:9][C:7]([N:8]2[CH2:19][CH2:18][NH:17][CH2:16][CH2:15]2)=[C:6]([O:11][CH3:12])[CH:5]=1 |f:1.2,3.4|. Procedure: 9 ml of chlorobenzene and H2O were distilled from a solution of 1.14 g of p-TosOH (6.03×10−3 moles) in 200 ml of chlorobenzene. The solution was cooled to 20° C. and then 1.19 g of 4-fluor-2-methoxyaniline hydrochloride (6.7×10−3 moles) and 1.31 g of bis (2-chloroethyl)amine hydrochloride (7.36×10−3 moles) were added. The reaction was held under reflux for 72 hours after which the solvent was removed and the residue was extracted with 5 ml of NaOH 2N and 30 ml of toluene. The organic phase was w... Reactants: CO, C=C(CCl)c1cccc(Cl)n1, CC1C(=O)c2ccc(Cl)cc2C1=O, [I-], [K+], [K+], [OH-]. Product: C=C(CC1(C)C(=O)c2ccc(Cl)cc2C1=O)c1cccc(Cl)n1. Reaction SMILES: [CH3:29][OH:30].[Cl:16][c:17]1[cH:18][cH:19][cH:20][c:21]([C:23](=[CH2:24])[CH2:25][Cl:26])[n:22]1.[Cl:3][c:4]1[cH:5][c:6]2[c:10]([cH:11][cH:12]1)[C:9](=[O:13])[CH:8]([CH3:14])[C:7]2=[O:15].[I-:28].[K+:27].[K+:2].[OH-:1]>>[Cl:3][c:4]1[cH:5][c:6]2[c:10]([cH:11][cH:12]1)[C:9](=[O:13])[C:8]([CH3:14])([CH2:25][C:23]([c:21]1[cH:20][cH:19][cH:18][c:17]([Cl:16])[n:22]1)=[CH2:24])[C:7]2=[O:15].